Task: describe an organic reaction: reactants, conditions, products, and yield. Dataset: the Open Reaction Database (ORD), a public repository of structured organic reaction records Reactants: C(C)OC(=O)C=1C=NN(C1C)C1=NC=C(C=C1F)C(F)(F)F (1-[3-fluoro-5-(trifluoromethyl)pyridin-2-yl]-5-methyl-1H-pyrazole-4-carboxylic acid ethyl ester), aqueous solution, [OH-].[Na+] (sodium hydroxide). The solvent is O1CCCC1 (tetrahydrofuran). Conditions: time 8 hour. Yields the product FC=1C(=NC=C(C1)C(F)(F)F)N1N=CC(=C1C)C(=O)O (1-[3-Fluoro-5-(trifluoromethyl)pyridin-2-yl]-5-methyl-1H-pyrazole-4-carboxylic acid). The yield is 85.9%. RXN SMILES: C([O:3][C:4]([C:6]1[CH:7]=[N:8][N:9]([C:12]2[C:17]([F:18])=[CH:16][C:15]([C:19]([F:22])([F:21])[F:20])=[CH:14][N:13]=2)[C:10]=1[CH3:11])=[O:5])C.[OH-].[Na+]>O1CCCC1>[F:18][C:17]1[C:12]([N:9]2[C:10]([CH3:11])=[C:6]([C:4]([OH:5])=[O:3])[CH:7]=[N:8]2)=[N:13][CH:14]=[C:15]([C:19]([F:22])([F:20])[F:21])[CH:16]=1 |f:1.2|. Procedure details: To a solution of 1-[3-fluoro-5-(trifluoromethyl)pyridin-2-yl]-5-methyl-1H-pyrazole-4-carboxylic acid ethyl ester (2.17 g) in tetrahydrofuran (10 ml) was added 1 N aqueous solution of sodium hydroxide (10 ml), and stirred at room temperature overnight. After completion of the reaction, the organic solvent was evaporated in vacuo, then water and diethyl ether were added thereto, and the aqueous layer was separated. To the aqueous layer was added 1 N hydrochloric acid aqueous solution under ice-coo... Reaction SMILES: [CH3:1][O:2][CH:3]1[CH2:8][CH2:7][N:6]([C:9]2[CH:14]=[CH:13][C:12]([N:15]3[CH2:20][CH2:19][NH:18][CH2:17][CH2:16]3)=[C:11]([C:21]3[CH2:26][CH2:25][C:24]4([CH2:31][CH2:30][CH2:29][CH2:28][CH2:27]4)[CH2:23][CH:22]=3)[CH:10]=2)[CH2:5][CH2:4]1.[CH3:32][O:33][CH2:34][CH2:35]Br.C(=O)([O-])[O-].[K+].[K+].C(#N)C>[Cl-].[Na+].O.C(OCC)(=O)C>[CH3:32][O:33][CH2:34][CH2:35][N:18]1[CH2:19][CH2:20][N:15]([C:12]2[CH:13]=[CH:14][C:9]([N:6]3[CH2:7][CH2:8][CH:3]([O:2][CH3:1])[CH2:4][CH2:5]3)=[CH:10][C:11]=2[C:21]2[CH2:26][CH2:25][C:24]3([CH2:31][CH2:30][CH2:29][CH2:28][CH2:27]3)[CH2:23][CH:22]=2)[CH2:16][CH2:17]1 |f:2.3.4,6.7.8|. Yields the product COCCN1CCN(CC1)C1=C(C=C(C=C1)N1CCC(CC1)OC)C1=CCC2(CC1)CCCCC2 (1-(2-methoxyethyl)-4-[4-(4-methoxypiperidin-1-yl)-2-spiro[5.5]undec-2-en-3-ylphenyl]piperazine). Procedure details: A mixture of 1-[4-(4-methoxypiperidin-1-yl)-2-spiro[5.5]undec-2-en-3-yl-phenyl]piperazine (20 mg, 0.0472 mmol) produced in Example (39e), 2-bromoethyl methyl ether (0.0049 mL, 0.0519 mmol), potassium carbonate (11.1 mg, 0.0803 mmol) and acetonitrile (1 mL) was stirred for 5 hours at an external temperature of 80° C. Ethyl acetate and brine were added to the reaction mixture and extraction was performed three times with ethyl acetate. The separated organic layers were concentrated. The resultant ... Run in [Cl-].[Na+].O (brine), C(C)(=O)OCC (Ethyl acetate), C(C)(=O)OCC (ethyl acetate). Conditions: temperature 80 celsius, time 5 hour. Starting materials: COC1CCN(CC1)C1=CC(=C(C=C1)N1CCNCC1)C1=CCC2(CC1)CCCCC2 (1-[4-(4-methoxypiperidin-1-yl)-2-spiro[5.5]undec-2-en-3-yl-phenyl]piperazine), COCCBr (2-bromoethyl methyl ether), C([O-])([O-])=O.[K+].[K+] (potassium carbonate), C(C)#N (acetonitrile). Reactants: ClC1=NC(=C2N=CN(C2=N1)C1CCCC1)NCCNS(=O)(=O)C(F)(F)F (N-[2-[(2-chloro-9-cyclopentyl-9H-purin-6-yl)-amino]-ethyl]-trifluoromethanesulphonamide), N[C@@H]1CC[C@H](CC1)N (trans-1,4-diaminocyclohexane). Run in O (water). Product: Cl.Cl.N[C@@H]1CC[C@H](CC1)NC1=NC(=C2N=CN(C2=N1)C1CCCC1)NCCNS(=O)(=O)C(F)(F)F (trans-N-(2-[[2-[(4-aminocyclo-hexyl)-amino]-9-cyclopentyl-9H-purin-6-yl]-amino]-ethyl]-trifluoromethanesulphonamide dihydrochloride). Isolated yield 83.8%. As a reaction SMILES: [Cl:1][C:2]1[N:10]=[C:9]2[C:5]([N:6]=[CH:7][N:8]2[CH:11]2[CH2:15][CH2:14][CH2:13][CH2:12]2)=[C:4]([NH:16][CH2:17][CH2:18][NH:19][S:20]([C:23]([F:26])([F:25])[F:24])(=[O:22])=[O:21])[N:3]=1.[NH2:27][C@H:28]1[CH2:33][CH2:32][C@H:31]([NH2:34])[CH2:30][CH2:29]1>O>[ClH:1].[ClH:1].[NH2:27][C@H:28]1[CH2:33][CH2:32][C@H:31]([NH:34][C:2]2[N:10]=[C:9]3[C:5]([N:6]=[CH:7][N:8]3[CH:11]3[CH2:15][CH2:14][CH2:13][CH2:12]3)=[C:4]([NH:16][CH2:17][CH2:18][NH:19][S:20]([C:23]([F:26])([F:25])[F:24])(=[O:22])=[O:21])[N:3]=2)[CH2:30][CH2:29]1 |f:3.4.5|. Procedure details: The operation is carried out as in Stage 2 of Example 10 starting from 292 mg of the product obtained in Stage 1 above and 810 mg of trans-1,4-diaminocyclohexane and the reaction medium is heated to approximately 140° C. for approximately 3 hours then returned to 80° C., 5 ml of AtOEt then 10 ml of warm water are added, followed by leaving to return to ambient temperature, extracting with 2×10 ml of ethyl acetate, washing with 10 ml of saturated sodium chloride and drying. After purification by ...